describe an organic reaction: reactants, conditions, products, and yield From a dataset of the Open Reaction Database (ORD), a public repository of structured organic reaction records. The reactants are BrBr (bromine), C(C)(C)S(=O)(=O)N1C(=NC2=C1C=C(C=C2)C2=C(N=CN2C2CC2)C2=C(C=CC=C2)F)N (1-isopropylsulfonyl-2-amino-6-(1-(cyclopropyl)-4-(2-fluorophenyl)-imidazol-5-yl)-benzimidazole). The solvent is C(Cl)(Cl)Cl (chloroform). Reaction conditions: time 18 hour. Product: C(C)(C)S(=O)(=O)N1C(=NC2=C1C=C(C=C2)C2=C(N=C(N2C2CC2)Br)C2=C(C=CC=C2)F)N (1-isopropylsulfonyl-2-amino-6-(1-(cyclopropyl)-2-(bromo)-4-(2-fluorophenyl)-imidazol-5-yl)-benzimidazole). Isolated yield 78.1%. RXN SMILES: [Br:1]Br.[CH:3]([S:6]([N:9]1[C:13]2[CH:14]=[C:15]([C:18]3[N:22]([CH:23]4[CH2:25][CH2:24]4)[CH:21]=[N:20][C:19]=3[C:26]3[CH:31]=[CH:30][CH:29]=[CH:28][C:27]=3[F:32])[CH:16]=[CH:17][C:12]=2[N:11]=[C:10]1[NH2:33])(=[O:8])=[O:7])([CH3:5])[CH3:4]>C(Cl)(Cl)Cl>[CH:3]([S:6]([N:9]1[C:13]2[CH:14]=[C:15]([C:18]3[N:22]([CH:23]4[CH2:24][CH2:25]4)[C:21]([Br:1])=[N:20][C:19]=3[C:26]3[CH:31]=[CH:30][CH:29]=[CH:28][C:27]=3[F:32])[CH:16]=[CH:17][C:12]=2[N:11]=[C:10]1[NH2:33])(=[O:8])=[O:7])([CH3:5])[CH3:4]. Procedure details: Add bromine (0.34 mL, 6.545 mmol) dropwise over 5 minutes to a solution of 1-isopropylsulfonyl-2-amino-6-(1-(cyclopropyl)-4-(2-fluorophenyl)-imidazol-5-yl)-benzimidazole (2.61 g, 5.95 mmol) in chloroform (0.7 L) and stir for 18 hours. Wash with water, saturated sodium bicarbonate, dry with magnesium sulfate, filter and remove solvents under reduced pressure. Purify the residue on silica gel eluting with ethyl acetate/dichloromethane mixtures to provide the title compound (2.41 g). MS(ES+): m/z=5... Starting materials: OCCC(CO)OCc1ccccc1F, O, Cc1ccc(S(=O)(=O)O)cc1. Product: Fc1ccccc1COC1CCOC1. Reaction SMILES: [F:12][c:13]1[c:14]([CH2:15][O:16][CH:17]([CH2:18][OH:19])[CH2:20][CH2:21][OH:22])[cH:23][cH:24][cH:25][cH:26]1.[OH2:27].[c:1]1([CH3:2])[cH:3][cH:4][c:5]([S:6]([OH:7])(=[O:8])=[O:9])[cH:10][cH:11]1>>[F:12][c:13]1[c:14]([CH2:15][O:16][CH:17]2[CH2:18][O:22][CH2:21][CH2:20]2)[cH:23][cH:24][cH:25][cH:26]1. The reactants are O=C([O-])[O-], CC(C)=O, [K+], [K+], O=[N+]([O-])c1cccc(CBr)c1, Oc1ccc2ccccc2c1. Yields the product O=[N+]([O-])c1cccc(COc2ccc3ccccc3c2)c1. Reaction SMILES: [C:12](=[O:13])([O-:14])[O-:15].[CH3:29][C:30](=[O:31])[CH3:32].[K+:16].[K+:17].[N+:18](=[O:19])([O-:20])[c:21]1[cH:22][c:23]([CH2:27][Br:28])[cH:24][cH:25][cH:26]1.[OH:1][c:2]1[cH:3][cH:4][c:5]2[cH:6][cH:7][cH:8][cH:9][c:10]2[cH:11]1>>[O:1]([c:2]1[cH:3][cH:4][c:5]2[cH:6][cH:7][cH:8][cH:9][c:10]2[cH:11]1)[CH2:27][c:23]1[cH:22][c:21]([N+:18](=[O:19])[O-:20])[cH:26][cH:25][cH:24]1. Starting materials: BrCC1=C(C(=CC(=C1)Cl)Cl)I (1-(bromomethyl)-3,5-dichloro-2-iodobenzene), C(C)(=O)[O-].[Na+] (sodium acetate). The solvent is CC(=O)O (AcOH), C(Cl)Cl (DCM). Run at temperature 100 celsius, time 20 hour. Yields the product C(C)(=O)OCC1=C(C(=CC(=C1)Cl)Cl)I (3,5-dichloro-2-iodobenzyl acetate). Reaction SMILES: Br[CH2:2][C:3]1[CH:8]=[C:7]([Cl:9])[CH:6]=[C:5]([Cl:10])[C:4]=1[I:11].[C:12]([O-:15])(=[O:14])[CH3:13].[Na+]>CC(O)=O.C(Cl)Cl>[C:12]([O:15][CH2:2][C:3]1[CH:8]=[C:7]([Cl:9])[CH:6]=[C:5]([Cl:10])[C:4]=1[I:11])(=[O:14])[CH3:13] |f:1.2|. Reported procedure: A mixture of 1-(bromomethyl)-3,5-dichloro-2-iodobenzene (1.29 mmol) [WO2011/027156] and sodium acetate (9.91 mmol) in 4 mL AcOH was heated to 100° C. for 1 h and then to 80° C. for 20 h. The mixture was diluted with DCM and extracted with water and brine. The organic layer was dried over MgSO4 and concentrated in vacuo. Purification by CC (KP-SIL™ from Biotage) using Hept to Hept/EtOAc (9/1) gives the desired compound as white solid. Reactants: ClC1=CC=C(C=C1)NC(=O)NC(C(C)(C)O)C(=O)N1CCN(CC1)N1C(N2C(C1)=CN=C2C)=O (N—(4-chlorophenyl)—N′—(2-hydroxy-2-methyl-1-((4-(5-methyl-3-oxo-1H-imidazo[1,5-c]imidazol-2(3H)-yl)-1-piperazinyl)carbonyl)propyl)urea), ClC(C(=O)N=C=O)(Cl)Cl (trichloroacetyl isocyanate), CO (methanol), C([O-])([O-])=O.[K+].[K+] (potassium carbonate). Run in ClCCl (dichloromethane), O (water). The product is C(N)(OC(C(C(=O)N1CCN(CC1)N1C(N2C(C1)=CN=C2C)=O)NC(=O)NC2=CC=C(C=C2)Cl)(C)C)=O (2-(N′—(4-chlorophenyl)ureido)-1,1-dimethyl-3-(4-(5-methyl-3-oxo-1H-imidazo[1,5-c]imidazol-2(3H)-yl)-1-piperazinyl)-3-oxopropyl carbamate). Yield: 62.0%. RXN SMILES: [Cl:1][C:2]1[CH:7]=[CH:6][C:5]([NH:8][C:9]([NH:11][CH:12]([C:17]([N:19]2[CH2:24][CH2:23][N:22]([N:25]3[CH2:29][C:28]4=[CH:30][N:31]=[C:32]([CH3:33])[N:27]4[C:26]3=[O:34])[CH2:21][CH2:20]2)=[O:18])[C:13]([OH:16])([CH3:15])[CH3:14])=[O:10])=[CH:4][CH:3]=1.ClC(Cl)(Cl)[C:37]([N:39]=C=O)=[O:38].CO.C(=O)([O-])[O-].[K+].[K+]>ClCCl.O>[C:37](=[O:38])([O:16][C:13]([CH3:14])([CH3:15])[CH:12]([NH:11][C:9]([NH:8][C:5]1[CH:6]=[CH:7][C:2]([Cl:1])=[CH:3][CH:4]=1)=[O:10])[C:17]([N:19]1[CH2:24][CH2:23][N:22]([N:25]2[CH2:29][C:28]3=[CH:30][N:31]=[C:32]([CH3:33])[N:27]3[C:26]2=[O:34])[CH2:21][CH2:20]1)=[O:18])[NH2:39] |f:3.4.5|. Procedure: To a solution of N—(4-chlorophenyl)—N′—(2-hydroxy-2-methyl-1-((4-(5-methyl-3-oxo-1H-imidazo[1,5-c]imidazol-2(3H)-yl)-1-piperazinyl)carbonyl)propyl)urea (0.18 g) obtained in Example 34 in dichloromethane (15 ml) was added trichloroacetyl isocyanate (0.065 ml) at 0° C., and the temperature of the mixture was elevated to room temperature and mixed at room temperature for 6 hours. To the reaction mixture were added methanol (5 ml), water (5 ml) and potassium carbonate (0.15 g), and then mixed at roo... Starting materials: CC1=CN=C(C=2N1N=C(N2)/C=C/C2=NC=1C=C3C(=CC1C=C2)OCO3)C (6-[(E)-2-(5,8-Dimethyl-[1,2,4]triazolo[1,5-a]pyrazin-2-yl)-vinyl]-1,3-dioxolo[4,5-g]quinoline), CN(C=O)C (N,N-Dimethylformamide), p-Toluenesulfonylhydrazide. Conditions: temperature 130 celsius. Yields the product CC1=CN=C(C=2N1N=C(N2)CCC2=NC=1C=C3C(=CC1C=C2)OCO3)C (6-[2-(5,8-Dimethyl-[1,2,4]triazolo[1,5-a]pyrazin-2-yl)-ethyl]-1,3-dioxolo[4,5-g]quinoline). Reaction SMILES: [CH3:1][C:2]1[N:7]2[N:8]=[C:9](/[CH:11]=[CH:12]/[C:13]3[CH:22]=[CH:21][C:20]4[CH:19]=[C:18]5[O:23][CH2:24][O:25][C:17]5=[CH:16][C:15]=4[N:14]=3)[N:10]=[C:6]2[C:5]([CH3:26])=[N:4][CH:3]=1.CN(C)C=O>>[CH3:1][C:2]1[N:7]2[N:8]=[C:9]([CH2:11][CH2:12][C:13]3[CH:22]=[CH:21][C:20]4[CH:19]=[C:18]5[O:23][CH2:24][O:25][C:17]5=[CH:16][C:15]=4[N:14]=3)[N:10]=[C:6]2[C:5]([CH3:26])=[N:4][CH:3]=1. Procedure details: 6-[(E)-2-(5,8-Dimethyl-[1,2,4]triazolo[1,5-a]pyrazin-2-yl)-vinyl]-1,3-dioxolo[4,5-g]quinoline (0.183 g, 0.530 mmol) was dissolved in N,N-Dimethylformamide (11 mL, 140 mmol). [B] p-Toluenesulfonylhydrazide (0.296 g, 1.59 mmol; Supplier=Avocado) was added and the reaction was stirred at 130° C. under an atmosphere of Argon ON. LCMS was done and showed almost complete conversion. 0.100 g [B] was added to the mixture was stirred 2 days at 130 C. Reactants: ice water, S(O)(O)(=O)=O (sulfuric acid), OC12CC3CC(CC(C1)C3)C2 (1-hydroxyadamantane), resultant mixture. The product is OC12CC3(CC(CC(C1)C3)C2)O (1,3-dihydroxyadamantane). Reaction SMILES: S(=O)(=O)(O)[OH:2].[OH:6][C:7]12[CH2:16][CH:11]3[CH2:12][CH:13]([CH2:15][CH:9]([CH2:10]3)[CH2:8]1)[CH2:14]2>>[OH:6][C:7]12[CH2:8][CH:9]3[CH2:15][CH:13]([CH2:12][C:11]([OH:2])([CH2:10]3)[CH2:16]1)[CH2:14]2. Procedure: To 324 ml of 70% sulfuric acid was added 0.33 mole of the 1-hydroxyadamantane obtained in Comparative Example 5, and the resultant mixture was stirred at the temperature of 95° C. for 4 hours. The reaction product was poured into ice water extracted with ethanol. The water phase was neutralized by sodium hydroxide and extracted with n-butanol, then the solvent was distilled off from the extract under reduced pressure. The crude product was recrystallized from n-hexane to obtain a powderly 1,3-di...